Dataset: the Open Reaction Database (ORD), a public repository of structured organic reaction records. Task: describe an organic reaction: reactants, conditions, products, and yield As a reaction SMILES: [CH3:1][C:2]1([CH3:28])[CH2:11][CH2:10][CH:9]([OH:12])[C:8]2[CH:7]=[C:6]([C:13]3[CH:14]=[C:15]4[C:20](=[CH:21][CH:22]=3)[CH:19]=[C:18]([C:23]([O:25][CH2:26][CH3:27])=[O:24])[CH:17]=[CH:16]4)[CH:5]=[CH:4][C:3]1=2.C(Cl)Cl.C[N+]1([O-])CCOCC1.C(OCC)(=O)C>O.CCCCCC>[CH2:26]([O:25][C:23]([C:18]1[CH:17]=[CH:16][C:15]2[C:20](=[CH:21][CH:22]=[C:13]([C:6]3[CH:5]=[CH:4][C:3]4[C:2]([CH3:28])([CH3:1])[CH2:11][CH2:10][C:9](=[O:12])[C:8]=4[CH:7]=3)[CH:14]=2)[CH:19]=1)=[O:24])[CH3:27]. Procedure details: To a solution of 101 mg (0.27 mmol) of ethyl-6-[5,6,7,8-tetrahydro-5,5-dimethyl-8-hydroxy-naphth-7-yl]naphth-2-oate (Compound B4) in 1.5 mnL of methylene chloride was added 50 mg (0.43 mmol) of N-methylmorpholine N-oxide and 6.0 mg (0.017 mmol) of tetrapropylammonium perruthenate(VII). The reaction was stirred at room temperature for 3 h, diluted with water, and extracted with CH2Cl2 (2×). The combined organic layer was washed with brine, dried over MgSO4, and concentrated in vacuo to give a foa... Run at time 3 hour. Run in CCCCCC (hexane), O (water). Yields the product C(C)OC(=O)C1=CC2=CC=C(C=C2C=C1)C1=CC=2C(CCC(C2C=C1)(C)C)=O (Ethyl-6-[5,5-dimethyl-5,6-dihydro-naphthlen-8(7H)-one-2-yl]-naphthalen-2-oate). The reactants are CC1(C=2C=CC(=CC2C(CC1)O)C=1C=C2C=CC(=CC2=CC1)C(=O)OCC)C (ethyl 6-[5,6,7,8-tetrahydro-5,5-dimethyl-8-hydroxynaphth-2-yl]naphth-2-oate), CC1(C=2C=CC(=CC2C(CC1)O)C=1C=C2C=CC(=CC2=CC1)C(=O)OCC)C (ethyl 6-[5,6,7,8-tetrahydro-5,5-dimethyl-8-hydroxynaphth-2-yl]naphth-2-oate), C(Cl)Cl (methylene chloride), C[N+]1(CCOCC1)[O-] (N-methylmorpholine N-oxide), tetrapropylammonium perruthenate(VII), C(C)(=O)OCC (ethyl acetate). The reactants are COc1cc(N)c(I)cc1C(=O)O, CN1CCc2c(N)cccc2C1. Product: COc1cc(N)c(I)cc1C(=O)Nc1cccc2c1CCN(C)C2. RXN SMILES: [NH2:13][c:14]1[cH:15][c:16]([O:24][CH3:25])[c:17]([C:18](=[O:19])[OH:20])[cH:21][c:22]1[I:23].[NH2:1][c:2]1[c:3]2[c:8]([cH:9][cH:10][cH:11]1)[CH2:7][N:6]([CH3:12])[CH2:5][CH2:4]2>>[NH:1]([c:2]1[c:3]2[c:8]([cH:9][cH:10][cH:11]1)[CH2:7][N:6]([CH3:12])[CH2:5][CH2:4]2)[C:18]([c:17]1[c:16]([O:24][CH3:25])[cH:15][c:14]([NH2:13])[c:22]([I:23])[cH:21]1)=[O:19]. Product: C1(=CC=CC=C1)CCCCCCCCCCCNC1=CC=C(C(=O)O)C=C1 (p-[(11-Phenylundecyl)amino]benzoic Acid). RXN SMILES: [NH2:1][C:2]1[CH:12]=[CH:11][C:5]([C:6]([O:8]CC)=[O:7])=[CH:4][CH:3]=1.CS(O[CH2:18][CH2:19][CH2:20][CH2:21][CH2:22][CH2:23][CH2:24][CH2:25][CH2:26][CH2:27][CH2:28][C:29]1[CH:34]=[CH:33][CH:32]=[CH:31][CH:30]=1)(=O)=O.CN(C)P(N(C)C)(N(C)C)=O>O>[C:29]1([CH2:28][CH2:27][CH2:26][CH2:25][CH2:24][CH2:23][CH2:22][CH2:21][CH2:20][CH2:19][CH2:18][NH:1][C:2]2[CH:3]=[CH:4][C:5]([C:6]([OH:8])=[O:7])=[CH:11][CH:12]=2)[CH:34]=[CH:33][CH:32]=[CH:31][CH:30]=1. Procedure: A mixture of 16.5 g. of ethyl p-aminobenzoate, 16.3 g. of 11-phenylundecanol O-methanesulfonate (prepared as described in Example 7) and 50 ml. of hexamethylphosphoramide are heated in an oil bath at 120° C. for 20 hours. The mixture is poured into ice and water and extracted with chloroform. The extracts are washed with water, 0.1 N NaOH, saturated sodium chloride solution and water. After drying over magnesium sulfate the extract is filtered through silica gel and the silica gel is washed with... The solvent is O (water). Starting materials: NC1=CC=C(C(=O)OCC)C=C1 (ethyl p-aminobenzoate), CS(=O)(=O)OCCCCCCCCCCCC1=CC=CC=C1 (11-Phenyl-1-undecanol O-methanesulfonate), CN(P(=O)(N(C)C)N(C)C)C (hexamethylphosphoramide). The reactants are C1CCOC1, O=S(=O)(Cl)c1ccccc1F, CC(C)C(=O)Nc1cccc(C2CCN(CCCN)CC2)c1. Reaction SMILES: [CH2:34]1[O:35][CH2:36][CH2:37][CH2:38]1.[F:23][c:24]1[c:25]([S:30](=[O:31])(=[O:32])[Cl:33])[cH:26][cH:27][cH:28][cH:29]1.[NH2:1][CH2:2][CH2:3][CH2:4][N:5]1[CH2:6][CH2:7][CH:8]([c:11]2[cH:12][c:13]([NH:17][C:18]([CH:19]([CH3:20])[CH3:21])=[O:22])[cH:14][cH:15][cH:16]2)[CH2:9][CH2:10]1>>[NH:1]([CH2:2][CH2:3][CH2:4][N:5]1[CH2:6][CH2:7][CH:8]([c:11]2[cH:12][c:13]([NH:17][C:18]([CH:19]([CH3:20])[CH3:21])=[O:22])[cH:14][cH:15][cH:16]2)[CH2:9][CH2:10]1)[S:30]([c:25]1[c:24]([F:23])[cH:29][cH:28][cH:27][cH:26]1)(=[O:31])=[O:32]. Product: CC(C)C(=O)Nc1cccc(C2CCN(CCCNS(=O)(=O)c3ccccc3F)CC2)c1. The reactants are COc1ccc(COc2cc(NC(=O)OC(C)(C)C)c([N+](=O)[O-])cc2I)cc1, OB(O)c1ccccc1F. Product: COc1ccc(COc2cc(NC(=O)OC(C)(C)C)c([N+](=O)[O-])cc2-c2ccccc2F)cc1. Reaction SMILES: [C:1]([CH3:2])([CH3:3])([CH3:4])[O:5][C:6]([NH:7][c:8]1[c:9]([N+:25](=[O:26])[O-:27])[cH:10][c:11]([I:24])[c:12]([O:14][CH2:15][c:16]2[cH:17][cH:18][c:19]([O:22][CH3:23])[cH:20][cH:21]2)[cH:13]1)=[O:28].[F:29][c:30]1[c:31]([B:36]([OH:37])[OH:38])[cH:32][cH:33][cH:34][cH:35]1>>[C:1]([CH3:2])([CH3:3])([CH3:4])[O:5][C:6]([NH:7][c:8]1[c:9]([N+:25](=[O:26])[O-:27])[cH:10][c:11](-[c:31]2[c:30]([F:29])[cH:35][cH:34][cH:33][cH:32]2)[c:12]([O:14][CH2:15][c:16]2[cH:17][cH:18][c:19]([O:22][CH3:23])[cH:20][cH:21]2)[cH:13]1)=[O:28]. Conditions: time 1.5 hour. Reported procedure: Methyl 3-hydroxy-4-cyclopentylhept-6-enoate (4.00 g, 17.7 mmol) was dissolved in a 2 N potassium hydroxide-methanol solution (53 mL), and the solution was stirred at room temperature for 1.5 hours. The solvent was distilled off under reduced pressure. To the residue, water and diethyl ether were then added, and the aqueous layer was neutralized with 2 N hydrochloric acid. Diethyl ether was added thereto. The organic layer was dried over anhydrous magnesium sulfate. Then, the solvent was distille... The solvent is [OH-].[K+].CO (potassium hydroxide methanol). Reaction SMILES: [OH:1][CH:2]([CH:8]([CH:12]1[CH2:16][CH2:15][CH2:14][CH2:13]1)[CH2:9][CH:10]=[CH2:11])[CH2:3][C:4]([O:6]C)=[O:5]>[OH-].[K+].CO>[OH:1][CH:2]([CH:8]([CH:12]1[CH2:13][CH2:14][CH2:15][CH2:16]1)[CH2:9][CH:10]=[CH2:11])[CH2:3][C:4]([OH:6])=[O:5] |f:1.2.3|. Reactants: OC(CC(=O)OC)C(CC=C)C1CCCC1 (Methyl 3-hydroxy-4-cyclopentylhept-6-enoate). Product: OC(CC(=O)O)C(CC=C)C1CCCC1 (3-Hydroxy-4-cyclopentylhept-6-enoic acid). The reactants are O (water), NC(C1=CC=CC=C1)C1=CC=CC=C1 (aminodiphenylmethane), N1=CC=CC=C1 (pyridine), FC1=CC=C(C(=O)Cl)C=C1 (4-fluorobenzoyl chloride). Solvent: C(C)(=O)OCC (ethyl acetate), ClCCl (dichloromethane). Reaction conditions: time 1 hour. Product: FC1=CC=C(C(=O)NC(C2=CC=CC=C2)C2=CC=CC=C2)C=C1 ((4-fluorobenzoylamino)-diphenylmethane). As a reaction SMILES: [NH2:1][CH:2]([C:9]1[CH:14]=[CH:13][CH:12]=[CH:11][CH:10]=1)[C:3]1[CH:8]=[CH:7][CH:6]=[CH:5][CH:4]=1.N1C=CC=CC=1.[F:21][C:22]1[CH:30]=[CH:29][C:25]([C:26](Cl)=[O:27])=[CH:24][CH:23]=1.O>ClCCl.C(OCC)(=O)C>[F:21][C:22]1[CH:30]=[CH:29][C:25]([C:26]([NH:1][CH:2]([C:3]2[CH:8]=[CH:7][CH:6]=[CH:5][CH:4]=2)[C:9]2[CH:14]=[CH:13][CH:12]=[CH:11][CH:10]=2)=[O:27])=[CH:24][CH:23]=1. Procedure details: To a solution of aminodiphenylmethane (0.4 g) in dichloromethane (5 ml) were added in turn pyridine (0.21 ml) and 4-fluorobenzoyl chloride (0.23 ml) at 0° C. The mixture was allowed to warm to ambient temperature and stirred for 1 hour, which was taken up into a mixture of water and ethyl acetate. The separated organic layer was washed in turn with hydrochloric acid (1N), aqueous sodium hydrogen carbonate and brine, and dried over magnesium sulfate. Evaporation under reduced pressure gave a resi... Reactants: CCN=C=NCCCN(C)C, CC#N, Cl, O=C(O)c1ccc(F)c2ccccc12, NC(Cc1cccc(OC(F)(F)C(F)F)c1)C(O)c1cccc(Cl)c1, O, O, On1nnc2ccccc21. The product is O=C(NC(Cc1cccc(OC(F)(F)C(F)F)c1)C(O)c1cccc(Cl)c1)c1ccc(F)c2ccccc12. Reaction SMILES: [CH2:41]([N:42]=[C:43]=[N:44][CH2:45][CH2:46][CH2:47][N:48]([CH3:49])[CH3:50])[CH3:51].[CH3:63][C:64]#[N:65].[ClH:40].[F:26][c:27]1[cH:28][cH:29][c:30]([C:37](=[O:38])[OH:39])[c:31]2[cH:32][cH:33][cH:34][cH:35][c:36]12.[NH2:1][CH:2]([CH:3]([OH:4])[c:5]1[cH:6][c:7]([Cl:11])[cH:8][cH:9][cH:10]1)[CH2:12][c:13]1[cH:14][c:15]([O:19][C:20]([CH:21]([F:22])[F:23])([F:24])[F:25])[cH:16][cH:17][cH:18]1.[OH2:52].[OH2:66].[OH:53][n:54]1[c:55]2[cH:56][cH:57][cH:58][cH:59][c:60]2[n:61][n:62]1>>[NH:1]([CH:2]([CH:3]([OH:4])[c:5]1[cH:6][c:7]([Cl:11])[cH:8][cH:9][cH:10]1)[CH2:12][c:13]1[cH:14][c:15]([O:19][C:20]([CH:21]([F:22])[F:23])([F:24])[F:25])[cH:16][cH:17][cH:18]1)[C:37]([c:30]1[cH:29][cH:28][c:27]([F:26])[c:36]2[c:31]1[cH:32][cH:33][cH:34][cH:35]2)=[O:38]. The reactants are NC1=C(C=CC=C1)NC1=C(C=C(C=C1)Br)C (N-(2-aminophenyl)-4-bromo-2-methyl-aniline), C(C)(=O)OC(C)=O (acetic acid anhydride). The solvent is C(C)(=O)O (acetic acid). Run at time 30 hour. Yields the product BrC1=CC(=C(C=C1)N1C(=NC2=C1C=CC=C2)C)C (1-(4-bromo-2-methyl-phenyl)-2-methyl-benzimidazole). RXN SMILES: [NH2:1][C:2]1[CH:7]=[CH:6][CH:5]=[CH:4][C:3]=1[NH:8][C:9]1[CH:14]=[CH:13][C:12]([Br:15])=[CH:11][C:10]=1[CH3:16].[C:17](OC(=O)C)(=O)[CH3:18]>C(O)(=O)C>[Br:15][C:12]1[CH:13]=[CH:14][C:9]([N:8]2[C:3]3[CH:4]=[CH:5][CH:6]=[CH:7][C:2]=3[N:1]=[C:17]2[CH3:18])=[C:10]([CH3:16])[CH:11]=1. Reported procedure: A mixture of 5.22 g (18.8 mmol) of N-(2-aminophenyl)-4-bromo-2-methyl-aniline and 7.1 ml (75.2 mmol) of acetic acid anhydride is heated to boiling for 30 hours, combined with 15 ml of glacial acetic acid and heated to boiling for another 30 hours. Then the reaction mixture is concentrated and purified by flash chromatography (silica gel; methylene chloride).